Dataset: the Open Reaction Database (ORD), a public repository of structured organic reaction records. Task: describe an organic reaction: reactants, conditions, products, and yield Reactants: Cc1ccc(C)n1-c1ccc(Br)cn1, COC(C)(C)C, CCCCCC, CCC=O, [Li]CCCC, O. Yields the product CCC(O)c1ccc(-n2c(C)ccc2C)nc1. Reaction SMILES: [Br:1][c:2]1[cH:3][cH:4][c:5](-[n:8]2[c:9]([CH3:14])[cH:10][cH:11][c:12]2[CH3:13])[n:6][cH:7]1.[CH3:25][O:26][C:27]([CH3:28])([CH3:29])[CH3:30].[CH3:31][CH2:32][CH2:33][CH2:34][CH2:35][CH3:36].[CH:20]([CH2:21][CH3:22])=[O:23].[Li:15][CH2:16][CH2:17][CH2:18][CH3:19].[OH2:24]>>[c:2]1([CH:20]([CH2:21][CH3:22])[OH:23])[cH:3][cH:4][c:5](-[n:8]2[c:9]([CH3:14])[cH:10][cH:11][c:12]2[CH3:13])[n:6][cH:7]1. Reactants: CNC1=CC=CC=C1 (N-methyl aniline), ester, [Li+].[OH-] (LiOH), ClC1=CC=CC(=N1)CCOC=1C=C2CC[C@H](C2=CC1)CC(=O)OCC (ethyl {(1S)-5-[2-(6-chloro-2-pyridinyl)ethoxy]-2,3-dihydro-1H-inden-1-yl}acetate), C(C)(C)(C)P(C1=C(C=CC=C1)C1=CC=CC=C1)C(C)(C)C (2-(di-t-butylphosphino)biphenyl), CC(C)([O-])C.[Na+] (sodium tert-butoxide). Reagents/catalysts: CC(=O)[O-].CC(=O)[O-].[Pd+2] (Pd(OAc)2). Solvent: C1(=CC=CC=C1)C (Toluene), C1CCOC1 (THF), O (H2O), CCO (EtOH). Run at temperature 100 celsius, time 18 hour. Yields the product CN(C1=CC=CC(=N1)CCOC=1C=C2CC[C@H](C2=CC1)CC(=O)O)C1=CC=CC=C1 ([(1S)-5-(2-{6-[methyl(phenyl)amino]-2-pyridinyl}ethoxy)-2,3-dihydro-1H-inden-1-yl]acetic acid). Yield: 46.1%. As a reaction SMILES: Cl[C:2]1[N:7]=[C:6]([CH2:8][CH2:9][O:10][C:11]2[CH:12]=[C:13]3[C:17](=[CH:18][CH:19]=2)[C@H:16]([CH2:20][C:21]([O:23]CC)=[O:22])[CH2:15][CH2:14]3)[CH:5]=[CH:4][CH:3]=1.C(P(C(C)(C)C)C1C=CC=CC=1C1C=CC=CC=1)(C)(C)C.CC(C)([O-])C.[Na+].[CH3:53][NH:54][C:55]1[CH:60]=[CH:59][CH:58]=[CH:57][CH:56]=1.[Li+].[OH-]>C1COCC1.O.CCO.CC([O-])=O.CC([O-])=O.[Pd+2].C1(C)C=CC=CC=1>[CH3:53][N:54]([C:55]1[CH:60]=[CH:59][CH:58]=[CH:57][CH:56]=1)[C:2]1[N:7]=[C:6]([CH2:8][CH2:9][O:10][C:11]2[CH:12]=[C:13]3[C:17](=[CH:18][CH:19]=2)[C@H:16]([CH2:20][C:21]([OH:23])=[O:22])[CH2:15][CH2:14]3)[CH:5]=[CH:4][CH:3]=1 |f:2.3,5.6,10.11.12|. Reported procedure: An oven-dried flask charged with ethyl {(1S)-5-[2-(6-chloro-2-pyridinyl)ethoxy]-2,3-dihydro-1H-inden-1-yl}acetate (Example 471, 100 mg, 0.277 mmol), Pd(OAc)2 (1.3 mg, 0.01 mmol), 2-(di-t-butylphosphino)biphenyl (3.3 mg, 0.02 mmol), and sodium tert-butoxide (37.4 mg, 0.39 mmol) was purged with argon. Toluene (1 mL) and N-methyl aniline (59.6 mg, 0.56 mmol) were added, and the mixture was stirred at 100° C. for 18 h. The reaction mixture was then cooled to rt, loaded on an ion-exchange resin colum... Starting materials: NC1=C2N=CN(C2=NC(=N1)Cl)CC1=CC=CC=C1 (6-Amino-9-benzyl-2-chloropurine), C(C(C)(C)C)N (neo-pentylamine), [OH-].[Na+] (sodium hydroxide). Solvent: C(CCC)O (1-butanol). Reaction conditions: temperature 100 celsius. Yields the product NC1=C2N=CN(C2=NC(=N1)NCC(C)(C)C)CC1=CC=CC=C1 (6-Amino-9-benzyl-2-(2,2-dimethylpropyl)aminopurine). Yield: 73.6%. As a reaction SMILES: [NH2:1][C:2]1[N:10]=[C:9](Cl)[N:8]=[C:7]2[C:3]=1[N:4]=[CH:5][N:6]2[CH2:12][C:13]1[CH:18]=[CH:17][CH:16]=[CH:15][CH:14]=1.[CH2:19]([NH2:24])[C:20]([CH3:23])([CH3:22])[CH3:21].[OH-].[Na+]>C(O)CCC>[NH2:1][C:2]1[N:10]=[C:9]([NH:24][CH2:19][C:20]([CH3:23])([CH3:22])[CH3:21])[N:8]=[C:7]2[C:3]=1[N:4]=[CH:5][N:6]2[CH2:12][C:13]1[CH:18]=[CH:17][CH:16]=[CH:15][CH:14]=1 |f:2.3|. Reported procedure: 6-Amino-9-benzyl-2-chloropurine (100 mg, 0.385 mmol) and neo-pentylamine (336 mg, 3.85 mmol) suspended in 1-butanol (10 ml) were heated at 100° C. for 10 hours in autoclave. The reaction mixture was condensed in vacuo. To the residue was added 1N aqueous sodium hydroxide and the solution was extracted with chloroform. The organic layer was dried on sodium sulfate, filtered and the solvent in the filtrate was evaporated in vacuo. The residue was purified with silica gel chromatography (2% methano... Conditions: time 1 hour. Starting materials: C(C1=CC=CC=C1)(=O)C=1C(=C2C(=NC1)N(N=C2)CC=2OC=CC2)OCC (5-benzoyl-4-ethoxy-1-(2-furanyl)methyl-1H-pyrazolo[3,4-b]pyridine), S(O)(O)(=O)=O (sulfuric acid). The product is C(C1=CC=CC=C1)(=O)C=1C(=C2C(=NC1)NN=C2)OCC (5-Benzoyl-4-ethoxy-1H-pyrazolo[3,4-b]pyridine). Run in O (water). As a reaction SMILES: [C:1]([C:9]1[C:10]([O:24][CH2:25][CH3:26])=[C:11]2[CH:17]=[N:16][N:15](CC3OC=CC=3)[C:12]2=[N:13][CH:14]=1)(=[O:8])[C:2]1[CH:7]=[CH:6][CH:5]=[CH:4][CH:3]=1.S(=O)(=O)(O)O>O>[C:1]([C:9]1[C:10]([O:24][CH2:25][CH3:26])=[C:11]2[CH:17]=[N:16][NH:15][C:12]2=[N:13][CH:14]=1)(=[O:8])[C:2]1[CH:7]=[CH:6][CH:5]=[CH:4][CH:3]=1. Procedure details: 87 g. of 5-benzoyl-4-ethoxy-1-(2-furanyl)methyl-1H-pyrazolo[3,4-b]pyridine (0.25 mol.) are dissolved in 300 ml. of conc. sulfuric acid within 15 to 20 minutes with vigorous stirring. The temperature rises to 40°-45°. Stirring is continued for 1 hour. The dark colored mixture is then added to 3700 ml. of cold water. Stirring is continued for 2 hours and the dark by-products are filtered off. The filtrate is made alkaline with 25% aqueous ammonia. The white precipitate of 5-benzoyl-4-ethoxy-1H-pyr... Reactants: ClC1=CC=C2C3(C(NC2=C1)=O)C1(N[C@H]([C@@H]3C3=C(C(=NC=C3)Cl)F)C(=O)O)CCC(CC1)(C)C ((4′S,5′R)-6″-chloro-4′-(2-chloro-3-fluoropyridin-4-yl)-4,4-dimethyl-2″-oxo-1″,2″-dihydrodispiro[cyclohexane-1,2′-pyrrolidine-3′,3″-indole]-5′-carboxylic acid), CN1C=NC=C1CN (1-(1-methyl-1H-imidazole-5-yl)methanamine). Yields the product ClC1=CC=C2[C@@]3(C(NC2=C1)=O)C1(N[C@H]([C@@H]3C3=C(C(=NC=C3)Cl)F)C(=O)NCC3=CN=CN3C)CCC(CC1)(C)C ((3′R,4′S,5′R)-6″-chloro-4′-(2-chloro-3-fluoropyridin-4-yl)-4,4-dimethyl-N-[(1-methyl-1H-imidazol-5-yl)methyl]-2″-oxo-1″,2″-dihydrodispiro[cyclohexane-1,2′-pyrrolidine-3′,3″-indole]-5′-carboxamide). The yield is 39.6%. As a reaction SMILES: [Cl:1][C:2]1[CH:10]=[C:9]2[C:5]([C:6]3([C@@H:15]([C:16]4[CH:21]=[CH:20][N:19]=[C:18]([Cl:22])[C:17]=4[F:23])[C@H:14]([C:24]([OH:26])=O)[NH:13][C:12]43[CH2:31][CH2:30][C:29]([CH3:33])([CH3:32])[CH2:28][CH2:27]4)[C:7](=[O:11])[NH:8]2)=[CH:4][CH:3]=1.[CH3:34][N:35]1[C:39]([CH2:40][NH2:41])=[CH:38][N:37]=[CH:36]1>>[Cl:1][C:2]1[CH:10]=[C:9]2[C:5]([C@@:6]3([C@@H:15]([C:16]4[CH:21]=[CH:20][N:19]=[C:18]([Cl:22])[C:17]=4[F:23])[C@H:14]([C:24]([NH:41][CH2:40][C:39]4[N:35]([CH3:34])[CH:36]=[N:37][CH:38]=4)=[O:26])[NH:13][C:12]43[CH2:31][CH2:30][C:29]([CH3:32])([CH3:33])[CH2:28][CH2:27]4)[C:7](=[O:11])[NH:8]2)=[CH:4][CH:3]=1. Reported procedure: The compound (400 mg, 0.81 mmol) obtained in Step 1 of Example 17 and 1-(1-methyl-1H-imidazole-5-yl)methanamine (95 mg, 0.98 mmol) were used as starting materials and treated in the same way as in Step 2 of Example 12 to give 188 mg (41%) of the title compound as a solid.